Task: describe an organic reaction: reactants, conditions, products, and yield. Dataset: the Open Reaction Database (ORD), a public repository of structured organic reaction records The reactants are C(CCCCCO)Br (hexamethylene bromohydrin), N (ammonia), O1C(CCCC1)OC1OCCCC1 (tetrahydropyranyl ether), C(CCCCCO)Br (hexamethylene bromohydrin), C#CCCC#CCCCC (1,5-decadiyne), [NH2-].[Li+] (lithium amide), N (ammonia). The solvent is O1CCCC1 (tetrahydrofuran), liquid. Reaction conditions: time 3 hour. The product is C(C)(=O)OCCCCCCC#CCCC#CCCCC (7,11-hexadecadiynyl acetate). As a reaction SMILES: [CH:1]#[C:2][CH2:3][CH2:4][C:5]#[C:6][CH2:7][CH2:8][CH2:9][CH3:10].[NH2-].[Li+].N.[O:14]1CCC[CH2:16][CH:15]1[O:20]C1CCCCO1.[CH2:27](Br)[CH2:28][CH2:29][CH2:30][CH2:31][CH2:32]O>O1CCCC1>[C:15]([O:20][CH2:1][CH2:2][CH2:3][CH2:4][CH2:5][CH2:6][C:7]#[C:8][CH2:9][CH2:10][C:32]#[C:31][CH2:30][CH2:29][CH2:28][CH3:27])(=[O:14])[CH3:16] |f:1.2|. Reported procedure: Two hundred and thirty grams of 1,5-decadiyne (1.7 mols) in 1200 ml of tetrahydrofuran is added to a suspension of 39 g (1.6 mols) of lithium amide in approximately 5 liters of liquid ammonia. After 3 hours, 224 g (0.85 mol) of the tetrahydropyranyl ether of hexamethylene bromohydrin was added to the deep red solution, and the mixture was then stirred overnight. Most of the ammonia was allowed to evaporate and water is then cautiously added to the residue. The bottom aqueous layer is extracted o... Reactants: Cl, NOCc1ccc([N+](=O)[O-])cc1, COc1cc(C(C)=O)ccc1O. Product: COc1cc(C(C)=NOCc2ccc([N+](=O)[O-])cc2)ccc1O. Reaction SMILES: [ClH:13].[N+:14](=[O:15])([O-:16])[c:17]1[cH:18][cH:19][c:20]([CH2:21][O:22][NH2:23])[cH:24][cH:25]1.[OH:1][c:2]1[c:3]([O:11][CH3:12])[cH:4][c:5]([C:8]([CH3:9])=[O:10])[cH:6][cH:7]1>>[OH:1][c:2]1[c:3]([O:11][CH3:12])[cH:4][c:5]([C:8]([CH3:9])=[N:23][O:22][CH2:21][c:20]2[cH:19][cH:18][c:17]([N+:14](=[O:15])[O-:16])[cH:25][cH:24]2)[cH:6][cH:7]1. The reactants are COC(=O)C=1C(=C2N(N=CC(=C2NC2=CC=C(C=C2)OC2=C(C=CC=C2)OC(C)(C)C(NCC(=O)OC(C)(C)C)=O)C#N)C1)C (4-(4-{2-[1-(tert-butoxycarbonylmethyl-carbamoyl)-1-methyl-ethoxy]-phenoxy}-phenylamino)-3-cyano-5-methyl-pyrrolo[1,2-b]pyridazine-6-carboxylic acid methyl ester). Solvent: C(=O)(C(F)(F)F)O.C(Cl)Cl.O (TFA CH2Cl2 H2O). Yields the product COC(=O)C=1C(=C2N(N=CC(=C2NC2=CC=C(C=C2)OC2=C(C=CC=C2)OC(C)(C)C(NCC(=O)O)=O)C#N)C1)C (4-(4-{2-[1-(Carboxymethyl-carbamoyl)-1-methyl-ethoxy]-phenoxy}-phenylamino)-3-cyano-5-methyl-pyrrolo[1,2-b]pyridazine-6-carboxylic acid methyl ester). Isolated yield 87.8%. RXN SMILES: [CH3:1][O:2][C:3]([C:5]1[C:6]([CH3:45])=[C:7]2[C:12]([NH:13][C:14]3[CH:19]=[CH:18][C:17]([O:20][C:21]4[CH:26]=[CH:25][CH:24]=[CH:23][C:22]=4[O:27][C:28]([C:31](=[O:41])[NH:32][CH2:33][C:34]([O:36]C(C)(C)C)=[O:35])([CH3:30])[CH3:29])=[CH:16][CH:15]=3)=[C:11]([C:42]#[N:43])[CH:10]=[N:9][N:8]2[CH:44]=1)=[O:4]>C(O)(C(F)(F)F)=O.C(Cl)Cl.O>[CH3:1][O:2][C:3]([C:5]1[C:6]([CH3:45])=[C:7]2[C:12]([NH:13][C:14]3[CH:19]=[CH:18][C:17]([O:20][C:21]4[CH:26]=[CH:25][CH:24]=[CH:23][C:22]=4[O:27][C:28]([C:31](=[O:41])[NH:32][CH2:33][C:34]([OH:36])=[O:35])([CH3:30])[CH3:29])=[CH:16][CH:15]=3)=[C:11]([C:42]#[N:43])[CH:10]=[N:9][N:8]2[CH:44]=1)=[O:4] |f:1.2.3|. Procedure details: A solution of ester 388 (292 mg, 0.476 mmol) in TFA/CH2Cl2/H2O (5 ml, 48/48/4) was stirred for 2 h at rt, concentrated and purified by silica gel flash column chromatography to afford the title compound (233 mg, 89%) as a crystalline yellow powder (4%-12% MeOH—CH2Cl2). LCMS Found: (M+H)+=558.0 Starting materials: N1(CCNCC1)C1=NSC2=C1C=CC=C2 (3-(1-piperazinyl)-1,2-benzisothiazole), BrCCCCOC1=C(C=C(C=C1)C(C)=O)OC (1-[4-(4-bromobutoxy)-3-methoxyphenyl]ethanone), C(=O)([O-])[O-].[K+].[K+] (K2CO3). Solvent: C(C)#N (acetonitrile). Yields the product S1N=C(C2=C1C=CC=C2)N2CCN(CC2)CCCCOC2=C(C=C(C=C2)C(C)=O)OC (1-[4-[4-[4-(1,2-benzisothiazol-3-yl)-1-piperazinyl]butoxy]-3-methoxyphenyl]ethanone). The yield is 38.7%. Reaction SMILES: [N:1]1([C:7]2[C:11]3[CH:12]=[CH:13][CH:14]=[CH:15][C:10]=3[S:9][N:8]=2)[CH2:6][CH2:5][NH:4][CH2:3][CH2:2]1.Br[CH2:17][CH2:18][CH2:19][CH2:20][O:21][C:22]1[CH:27]=[CH:26][C:25]([C:28](=[O:30])[CH3:29])=[CH:24][C:23]=1[O:31][CH3:32].C([O-])([O-])=O.[K+].[K+]>C(#N)C>[S:9]1[C:10]2[CH:15]=[CH:14][CH:13]=[CH:12][C:11]=2[C:7]([N:1]2[CH2:6][CH2:5][N:4]([CH2:17][CH2:18][CH2:19][CH2:20][O:21][C:22]3[CH:27]=[CH:26][C:25]([C:28](=[O:30])[CH3:29])=[CH:24][C:23]=3[O:31][CH3:32])[CH2:3][CH2:2]2)=[N:8]1 |f:2.3.4|. Reported procedure: A mixture of 3-(1-piperazinyl)-1,2-benzisothiazole (4.0 g, 18.2 mmol), 1-[4-(4-bromobutoxy)-3-methoxyphenyl]ethanone (6.0 g, 20.0 mmol), K2CO3 (3.0 g, 21.8 mmol), KI (200 mg), and acetonitrile (125 ml) was stirred at reflux under N2 for 5 hours. Most of the solvent was removed in vacuo and the resultant gummy residue was partitioned between ethyl acetate and water. The organic extract was washed with water, dried with MgSO4, and concentrated to yield 7.8 g. Purification by preparative HPLC (Wate... Starting materials: Formula 104, C(C1=CC=CC=C1)NC(=O)C1=NC=CN=C1NC(CC(C)C)=O (3-(3-methyl-butyrylamino)-pyrazine-2-carboxylic acid benzylamide), C([O-])([O-])=O.[Na+].[Na+] (sodium carbonate). The solvent is CN(C)C=O (DMF). Yields the product Formula 104, C(C1=CC=CC=C1)N1C(=NC2=NC=CN=C2C1=O)CC(C)C (3-benzyl-2-isobutyl-3H-pteridin-4-one). Yield: 33.5%. Reaction SMILES: [CH2:1]([NH:8][C:9]([C:11]1[C:16]([NH:17][C:18](=O)[CH2:19][CH:20]([CH3:22])[CH3:21])=[N:15][CH:14]=[CH:13][N:12]=1)=[O:10])[C:2]1[CH:7]=[CH:6][CH:5]=[CH:4][CH:3]=1.C(=O)([O-])[O-].[Na+].[Na+]>CN(C=O)C>[CH2:1]([N:8]1[C:9](=[O:10])[C:11]2[C:16](=[N:15][CH:14]=[CH:13][N:12]=2)[N:17]=[C:18]1[CH2:19][CH:20]([CH3:22])[CH3:21])[C:2]1[CH:7]=[CH:6][CH:5]=[CH:4][CH:3]=1 |f:1.2.3|. Reported procedure: Formula 104 where R2 and R3 are H; R5 is Benzyl; R6 is Isopropyl; R6′ is H; X and Y are —C═; and W and Z are —N═: A solution of DMF (100 mL), 3-(3-methyl-butyrylamino)-pyrazine-2-carboxylic acid benzylamide (3.0 g, 9.60 mmol) and sodium carbonate (1.30 g, 12.3 mmol) was stirred at 120° C. overnight. The solvent was removed under reduced pressure and the residue purified by silica gel chromatography using hexane-EtOAc (2:1) as eluent to obtain the desired pyrazopyrimidinone product of Formula 104... The reactants are C1(=CC=C(C=C1)SC1=CNC2=CC=CC=C12)C (3-(p-tolylthio)indole), C1(=CC=CC=C1)S(=O)(=O)Cl (phenylsulfonyl chloride), [OH-].[K+] (KOH). The product is C1(=CC=CC=C1)S(=O)(=O)N1C=CC2=CC=CC=C12 (1-phenylsulfonylindole). As a reaction SMILES: C1(C)C=CC(S[C:8]2[C:16]3[C:11](=[CH:12][CH:13]=[CH:14][CH:15]=3)[NH:10][CH:9]=2)=CC=1.[C:18]1([S:24](Cl)(=[O:26])=[O:25])[CH:23]=[CH:22][CH:21]=[CH:20][CH:19]=1.[OH-].[K+]>>[C:18]1([S:24]([N:10]2[C:11]3[C:16](=[CH:15][CH:14]=[CH:13][CH:12]=3)[CH:8]=[CH:9]2)(=[O:26])=[O:25])[CH:23]=[CH:22][CH:21]=[CH:20][CH:19]=1 |f:2.3|. Procedure: The preparation of compounds in which L1 is --SO2 -- is shown in Scheme 7. According to Scheme 7, the desired substituted indole is reacted with p-tolyldisulfide and sulfonyl chloride in the presence of triethylamine to form 3-(p-tolylthio)indole 44. Reaction of 44 with phenylsulfonyl chloride and KOH gives 1-phenylsulfonylindole derivative 45 which is oxidized to 46 with H2O2 in acetic acid. Bromination of 46 with N-bromosuccinimide and benzoyl peroxide gives bromomethyl compound 47. Displaceme... Starting materials: C(C=C)OC1=C(C=CC(=C1)[N+](=O)[O-])N1C=NC(=C1)Cl (1-(2-(allyloxy)-4-nitrophenyl)-4-chloro-1H-imidazole), CO (methanol), [Cl-].[NH4+] (ammonium chloride). Reagents/catalysts: [Fe] (Iron). Run in O (water). Conditions: temperature 65 celsius, time 30 minute. Product: ClC=1N=CN(C1)C1=C(C=C(N)C=C1)OCC=C (4-(4-chloro-1H-imidazol-1-yl)-3-allyloxyaniline). Isolated yield 84.5%. RXN SMILES: [CH2:1]([O:4][C:5]1[CH:10]=[C:9]([N+:11]([O-])=O)[CH:8]=[CH:7][C:6]=1[N:14]1[CH:18]=[C:17]([Cl:19])[N:16]=[CH:15]1)[CH:2]=[CH2:3].CO.[Cl-].[NH4+]>[Fe].O>[Cl:19][C:17]1[N:16]=[CH:15][N:14]([C:6]2[CH:7]=[CH:8][C:9]([NH2:11])=[CH:10][C:5]=2[O:4][CH2:1][CH:2]=[CH2:3])[CH:18]=1 |f:2.3|. Reported procedure: Iron powder-325 mesh (737 mg, 12.5 mmol) was added to a round bottom flask charged with a mixture of 1-(2-(allyloxy)-4-nitrophenyl)-4-chloro-1H-imidazole (500 mg, 1.8 mmol), absolute methanol (10 mL), and ammonium chloride (768 mg, 14 mmol). A water-cooled reflux condenser was attached to the flask and the heterogeneous mixture was heated to 65° C. with vigorous stirring for 30 min. The reaction mixture was filtered, and washed with methanol. The solvent was removed in vacuo. EtOAc was added to ... Reactants: CC(C)(C)[O-], CS(C)=O, ClC1CC(COCc2ccccc2)C1, [K+], O. Product: C1=CC(COCc2ccccc2)C1. RXN SMILES: [CH3:15][C:16]([CH3:17])([O-:18])[CH3:19].[CH3:22][S:23]([CH3:24])=[O:25].[Cl:1][CH:2]1[CH2:3][CH:4]([CH2:6][O:7][CH2:8][c:9]2[cH:10][cH:11][cH:12][cH:13][cH:14]2)[CH2:5]1.[K+:20].[OH2:21]>>[CH:2]1=[CH:3][CH:4]([CH2:6][O:7][CH2:8][c:9]2[cH:10][cH:11][cH:12][cH:13][cH:14]2)[CH2:5]1. The reactants are COC(=O)C1(C)COC(c2nc(-c3ccncc3)c(-c3ccc(F)cc3)[nH]2)OC1, CO, [Na+], [OH-]. Product: CC1(C(=O)O)COC(c2nc(-c3ccncc3)c(-c3ccc(F)cc3)[nH]2)OC1. RXN SMILES: [CH3:1][O:2][C:3](=[O:4])[C:5]1([CH3:29])[CH2:6][O:7][CH:8]([c:11]2[nH:12][c:13](-[c:22]3[cH:23][cH:24][c:25]([F:28])[cH:26][cH:27]3)[c:14](-[c:16]3[cH:17][cH:18][n:19][cH:20][cH:21]3)[n:15]2)[O:9][CH2:10]1.[CH3:32][OH:33].[Na+:31].[OH-:30]>>[O:2]=[C:3]([OH:4])[C:5]1([CH3:29])[CH2:6][O:7][CH:8]([c:11]2[nH:12][c:13](-[c:22]3[cH:23][cH:24][c:25]([F:28])[cH:26][cH:27]3)[c:14](-[c:16]3[cH:17][cH:18][n:19][cH:20][cH:21]3)[n:15]2)[O:9][CH2:10]1. Starting materials: [N+](=O)([O-])C=1C=C(NC(C2=C(C=CC=C2)O)=O)C=CC1[N+](=O)[O-] (3,4-dinitro-N-(2-hydroxybenzoyl)aniline), O1CCN(CC1)C1=CC=C(C=O)C=C1 (4-morpholinobenzaldehyde). Yields the product O1CCN(CC1)C1=CC=C(C=C1)C1=NC2=C(N1)C=CC(=C2)NC(C2=C(C=CC=C2)O)=O (N-(2-(4-Morpholinophenyl)-1H-benzimidazol-5-yl)-2-hydroxybenzamide). As a reaction SMILES: [N+:1]([C:4]1[CH:5]=[C:6]([CH:17]=[CH:18][C:19]=1[N+:20]([O-])=O)[NH:7][C:8](=[O:16])[C:9]1[CH:14]=[CH:13][CH:12]=[CH:11][C:10]=1[OH:15])([O-])=O.[O:23]1[CH2:28][CH2:27][N:26]([C:29]2[CH:36]=[CH:35][C:32]([CH:33]=O)=[CH:31][CH:30]=2)[CH2:25][CH2:24]1>>[O:23]1[CH2:28][CH2:27][N:26]([C:29]2[CH:36]=[CH:35][C:32]([C:33]3[NH:20][C:19]4[CH:18]=[CH:17][C:6]([NH:7][C:8](=[O:16])[C:9]5[CH:14]=[CH:13][CH:12]=[CH:11][C:10]=5[OH:15])=[CH:5][C:4]=4[N:1]=3)=[CH:31][CH:30]=2)[CH2:25][CH2:24]1. Procedure details: Compound 427 was prepared according to the procedure similar to that described in Scheme III from 3,4-dinitro-N-(2-hydroxybenzoyl)aniline and 4-morpholinobenzaldehyde. [M+H]+ calcd for C24H22N4O3: 415.18; found: 414.98.